Dataset: the Open Reaction Database (ORD), a public repository of structured organic reaction records. Task: describe an organic reaction: reactants, conditions, products, and yield RXN SMILES: [Br:1][CH2:2][CH2:3][CH2:4][CH2:5][N:6]1[CH2:7][S:8][C:9]2([C:10]1=[O:11])[CH2:12][CH2:13][CH2:14][CH2:15]2.[CH3:41][C:42]#[N:43].[I-:39].[K+:33].[K+:34].[Na+:40].[O-:35][C:36]([O-:37])=[O:38].[O:16]=[S:17]1(=[O:32])[N:18]=[C:19]([N:26]2[CH2:27][CH2:28][NH:29][CH2:30][CH2:31]2)[c:20]2[c:21]1[cH:22][cH:23][cH:24][cH:25]2>>[CH2:2]([CH2:3][CH2:4][CH2:5][N:6]1[CH2:7][S:8][C:9]2([C:10]1=[O:11])[CH2:12][CH2:13][CH2:14][CH2:15]2)[N:29]1[CH2:28][CH2:27][N:26]([C:19]2=[N:18][S:17](=[O:16])(=[O:32])[c:21]3[c:20]2[cH:25][cH:24][cH:23][cH:22]3)[CH2:31][CH2:30]1. Product: O=C1N(CCCCN2CCN(C3=NS(=O)(=O)c4ccccc43)CC2)CSC12CCCC2. Reactants: O=C1N(CCCCBr)CSC12CCCC2, CC#N, [I-], [K+], [K+], [Na+], O=C([O-])[O-], O=S1(=O)N=C(N2CCNCC2)c2ccccc21. The reactants are BrC=1C=C(C(=O)NC=2SC3=C(N2)C(=CC=C3N3CCOCC3)OC)C=CN1 (2-bromo-N-(4-methoxy-7-morpholin-4-yl-benzothiazol-2-yl)-isonicotinamide), [H-].[Na+] (sodium hydride), O1CCOCC1 (dioxane). Yields the product C(C)(=O)NCCOC=1C=C(C(=O)NC=2SC3=C(N2)C(=CC=C3N3CCOCC3)OC)C=CN1 (2-(2-Acetylamino-ethoxy)-N-(4-methoxy-7-morpholin-4-yl-benzothiazol-2-yl)-isonicotinamide). As a reaction SMILES: Br[C:2]1[CH:3]=[C:4]([CH:25]=[CH:26][N:27]=1)[C:5]([NH:7][C:8]1[S:9][C:10]2[C:16]([N:17]3[CH2:22][CH2:21][O:20][CH2:19][CH2:18]3)=[CH:15][CH:14]=[C:13]([O:23][CH3:24])[C:11]=2[N:12]=1)=[O:6].[H-].[Na+].[O:30]1[CH2:35][CH2:34]OCC1>>[C:5]([NH:7][CH2:34][CH2:35][O:30][C:2]1[CH:3]=[C:4]([CH:25]=[CH:26][N:27]=1)[C:5]([NH:7][C:8]1[S:9][C:10]2[C:16]([N:17]3[CH2:22][CH2:21][O:20][CH2:19][CH2:18]3)=[CH:15][CH:14]=[C:13]([O:23][CH3:24])[C:11]=2[N:12]=1)=[O:6])(=[O:6])[CH3:4] |f:1.2|. Procedure: From 2-bromo-N-(4-methoxy-7-morpholin-4-yl-benzothiazol-2-yl)-isonicotinamide with sodium hydride and N-acetylethiazolamine in dioxane. ES-MS m/e (%): 472 (M+H+, 100).